The task is: describe an organic reaction: reactants, conditions, products, and yield. This data is from the Open Reaction Database (ORD), a public repository of structured organic reaction records. Starting materials: NC=1SC(=C(N1)C(=O)N1[C@H]2C[C@H]2C[C@H]1CN)C1=CC(=CC=C1)F ([2-amino-5-(3-fluoro-phenyl)-thiazol-4-yl]-((1S,3S,5S)-3-aminomethyl-2-aza-bicyclo[3.1.0]hex-2-yl)-methanone), CN1N=C(C=C1C(=O)O)C (2,5-dimethyl-2H-pyrazole-3-carboxylic acid). Yields the product NC=1SC(=C(N1)C(=O)N1[C@H]2C[C@H]2C[C@H]1CNC(=O)C=1N(N=C(C1)C)C)C1=CC(=CC=C1)F (2,5-dimethyl-2H-pyrazole-3-carboxylic acid {(1S,3S,5S)-2-[2-amino-5-(3-fluoro-phenyl)-thiazole-4-carbonyl]-2-aza-bicyclo[3.1.0]hex-3-ylmethyl}-amide). As a reaction SMILES: [NH2:1][C:2]1[S:3][C:4]([C:17]2[CH:22]=[CH:21][CH:20]=[C:19]([F:23])[CH:18]=2)=[C:5]([C:7]([N:9]2[C@H:14]([CH2:15][NH2:16])[CH2:13][C@H:12]3[C@@H:10]2[CH2:11]3)=[O:8])[N:6]=1.[CH3:24][N:25]1[C:29]([C:30](O)=[O:31])=[CH:28][C:27]([CH3:33])=[N:26]1>>[NH2:1][C:2]1[S:3][C:4]([C:17]2[CH:22]=[CH:21][CH:20]=[C:19]([F:23])[CH:18]=2)=[C:5]([C:7]([N:9]2[C@H:14]([CH2:15][NH:16][C:30]([C:29]3[N:25]([CH3:24])[N:26]=[C:27]([CH3:33])[CH:28]=3)=[O:31])[CH2:13][C@H:12]3[C@@H:10]2[CH2:11]3)=[O:8])[N:6]=1. Reported procedure: prepared by reaction of [2-amino-5-(3-fluoro-phenyl)-thiazol-4-yl]-((1S,3S,5S)-3-aminomethyl-2-aza-bicyclo[3.1.0]hex-2-yl)-methanone with 2,5-dimethyl-2H-pyrazole-3-carboxylic acid. LC-MS (basic): tR=0.75 min; [M+H]+=455.2. Starting materials: CCOC(=O)CP(=O)(OCC)OCC, CC(C)(C)[O-], O=Cc1cc(Cl)ccc1OCCc1ccccc1, [K+], [Na+], C1CCOC1, O=C([O-])O. Product: CCOC(=O)C=Cc1cc(Cl)ccc1OCCc1ccccc1. RXN SMILES: [CH2:7]([O:8][P:9]([O:10][CH2:11][CH3:12])(=[O:13])[CH2:15][C:16](=[O:17])[O:18][CH2:19][CH3:20])[CH3:14].[CH3:1][C:2]([CH3:3])([O-:4])[CH3:5].[Cl:21][c:22]1[cH:23][cH:24][c:25]([O:30][CH2:31][CH2:32][c:33]2[cH:34][cH:35][cH:36][cH:37][cH:38]2)[c:26]([CH:27]=[O:28])[cH:29]1.[K+:6].[Na+:39].[O:44]1[CH2:45][CH2:46][CH2:47][CH2:48]1.[OH:40][C:41](=[O:42])[O-:43]>>[CH:15]([C:16](=[O:17])[O:18][CH2:19][CH3:20])=[CH:27][c:26]1[c:25]([O:30][CH2:31][CH2:32][c:33]2[cH:34][cH:35][cH:36][cH:37][cH:38]2)[cH:24][cH:23][c:22]([Cl:21])[cH:29]1. Reactants: C(CC)C1=CC=CC(=N1)N (6-propyl-pyridin-2-ylamine), N1(CCCCC1)S(=O)(=O)Cl (piperidine-1-sulfonyl chloride). Yields the product C(CC)C1=CC=CC(=N1)NS(=O)(=O)N1CCCCC1 (piperidine-1-sulfonic acid (6-propyl-pyridin-2-yl)-amide). RXN SMILES: [CH2:1]([C:4]1[N:9]=[C:8]([NH2:10])[CH:7]=[CH:6][CH:5]=1)[CH2:2][CH3:3].[N:11]1([S:17](Cl)(=[O:19])=[O:18])[CH2:16][CH2:15][CH2:14][CH2:13][CH2:12]1>N1C=CC=CC=1.CCOC(C)=O>[CH2:1]([C:4]1[N:9]=[C:8]([NH:10][S:17]([N:11]2[CH2:16][CH2:15][CH2:14][CH2:13][CH2:12]2)(=[O:19])=[O:18])[CH:7]=[CH:6][CH:5]=1)[CH2:2][CH3:3]. Procedure details: A solution of 6-propyl-pyridin-2-ylamine (0.2 g) and piperidine-1-sulfonyl chloride (0.296 g, Bull. Soc. Chim. Fr.; 1936, 2143) in pyridine (7 mL) was heated to reflux for 15 h. After concentration of the reaction mixture in vacuo the residue was taken up in EtOAc, which was then washed with 1N aqueous HCl, saturated brine, dried over sodium sulphate and concentrated in vacuo. The residue was applied to a silica gel column with EtOAc/toluene (9:1 to 1:1) as eluent. Combination of the purified fr... Isolated yield 32.0%. Solvent: N1=CC=CC=C1 (pyridine), CCOC(=O)C (EtOAc). Reactants: C(CC(=O)O)(=O)O (Malonic acid), N1CCOCC1 (morpholine), N1=CC=CC=C1 (pyridine), CC(C=O)CC=C (2-methylpent-4-enal), Cl (hydrochloric acid). Solvent: C1(=CC=CC=C1)C (toluene), C(C)#N (acetonitrile), O (water). Run at temperature 75 celsius, time 21 hour. The product is CC(/C=C/C(=O)O)CC=C ((2E)-4-Methylhepta-2,6-dienoic acid). Yield: 51.3%. Reaction SMILES: [C:1](O)(=O)[CH2:2][C:3]([OH:5])=[O:4].N1CCOCC1.N1[CH:19]=[CH:18][CH:17]=[CH:16][CH:15]=1.CC(CC=C)C=O.Cl>C1(C)C=CC=CC=1.O.C(#N)C>[CH3:19][CH:18]([CH2:17][CH:16]=[CH2:15])/[CH:1]=[CH:2]/[C:3]([OH:5])=[O:4]. Procedure details: Malonic acid (99.90 g, 0.96 mol), acetonitrile (285 mL), morpholine (26 mL, 0.30 mol), and pyridine (97 mL, 1.20 mol) were added in this order to the solution of 2-methylpent-4-enal in toluene obtained by the method described above under a nitrogen atmosphere, and the mixture was warmed to 70 to 80° C. and stirred for approximately 21 hours. The reaction mixture was cooled to room temperature. To the reaction mixture, water (380 mL) was added, and concentrated hydrochloric acid (130 mL) was adde... Starting materials: NC=1C=CC2=C(N(C(CCC2(C)C)=O)CC)C1 (8-Amino-1-ethyl-5,5-dimethyl-1,3,4,5-tetrahydro-benzo[b]azepin-2-one), ClC1=NC=C(C(=N1)N[C@H]1[C@H]([C@@H]2C=C[C@H]1C2)C(=O)N)Cl ((1S,2S,3R,4R)-3-(2,5-Dichloro-pyrimidin-4-ylamino)-bicyclo[2.2.1]hept-5-ene-2-carboxylic acid amide). The product is ClC=1C(=NC(=NC1)NC=1C=CC2=C(N(C(CCC2(C)C)=O)CC)C1)N[C@H]1[C@H]([C@@H]2C=C[C@H]1C2)C(=O)N ((1S,2S,3R,4R)-3-[5-Chloro-2-(1-ethyl-5,5-dimethyl-2-oxo-2,3,4,5-tetrahydro-1H-benzo[b]azepin-8-ylamino)-pyrimidin-4-ylamino]-bicyclo[2.2.1]hept-5-ene-2-carboxylic acid amide), solid. The yield is 20.0%. As a reaction SMILES: [NH2:1][C:2]1[CH:3]=[CH:4][C:5]2[C:11]([CH3:13])([CH3:12])[CH2:10][CH2:9][C:8](=[O:14])[N:7]([CH2:15][CH3:16])[C:6]=2[CH:17]=1.Cl[C:19]1[N:24]=[C:23]([NH:25][C@@H:26]2[C@@H:31]3[CH2:32][C@@H:28]([CH:29]=[CH:30]3)[C@@H:27]2[C:33]([NH2:35])=[O:34])[C:22]([Cl:36])=[CH:21][N:20]=1>>[Cl:36][C:22]1[C:23]([NH:25][C@@H:26]2[C@@H:31]3[CH2:32][C@@H:28]([CH:29]=[CH:30]3)[C@@H:27]2[C:33]([NH2:35])=[O:34])=[N:24][C:19]([NH:1][C:2]2[CH:3]=[CH:4][C:5]3[C:11]([CH3:12])([CH3:13])[CH2:10][CH2:9][C:8](=[O:14])[N:7]([CH2:15][CH3:16])[C:6]=3[CH:17]=2)=[N:20][CH:21]=1. Reported procedure: The title compound was prepared with a procedure analogous to that used to prepare example 381 by combining 8-Amino-1-ethyl-5,5-dimethyl-1,3,4,5-tetrahydro-benzo[b]azepin-2-one and (1S,2S,3R,4R)-3-(2,5-Dichloro-pyrimidin-4-ylamino)-bicyclo[2.2.1]hept-5-ene-2-carboxylic acid amide to yield a white solid (20%). LCMS: m/z=495.23 (M+H+), 1H NMR (400 MHz, CDCl3) δ 7.87 (d, 3H, J=0.76 Hz), 7.66 (bs, 1H), 7.51 (m, 2H), 7.27 (m, 1H), 7.13 (m, 1H), 6.30 (m, 2H), 6.17 (bs, 1H), 5.97 (bs, 1H), 4.33 (t, 1H,... Reactants: BrC=1C=CC(=NC1)C(=O)N1[C@@H]2CN([C@H](C1)C2)C(=O)[C@H](C(C)(C)C)NC(=O)C=2NC1=CC=CC=C1C2 (N-[(1S)-1-({(1S,4S)-5-[(5-bromo-2-pyridinyl)carbonyl]-2,5-diazabicyclo[2.2.1]hept-2-yl}carbonyl)-2,2-dimethylpropyl]-1H-indole-2-carboxamide), CN(C1=CC=C(C=C1)B(O)O)C ([4-(dimethylamino)phenyl]boronic acid), C([O-])([O-])=O.[K+].[K+] (potassium carbonate), O (water). The reagents and catalysts are C=1C=CC(=CC1)[P](C=2C=CC=CC2)(C=3C=CC=CC3)[Pd]([P](C=4C=CC=CC4)(C=5C=CC=CC5)C=6C=CC=CC6)([P](C=7C=CC=CC7)(C=8C=CC=CC8)C=9C=CC=CC9)[P](C=1C=CC=CC1)(C=1C=CC=CC1)C=1C=CC=CC1 (Pd(Ph3P)4). The solvent is C1(=CC=CC=C1)C (toluene), C(C)O (ethanol). Reaction conditions: temperature 80 celsius. The product is CN(C1=CC=C(C=C1)C=1C=CC(=NC1)C(=O)N1[C@@H]2CN([C@H](C1)C2)C(=O)[C@H](C(C)(C)C)NC(=O)C=2NC1=CC=CC=C1C2)C (N-((1S)-1-{[(1S,4S)-5-({5-[4-(dimethylamino)phenyl]-2-pyridinyl}carbonyl)-2,5-diazabicyclo[2.2.1]hept-2-yl]carbonyl}-2,2-dimethylpropyl)-1H-indole-2-carboxamide). Isolated yield 41.8%. RXN SMILES: Br[C:2]1[CH:3]=[CH:4][C:5]([C:8]([N:10]2[CH2:15][C@@H:14]3[CH2:16][C@H:11]2[CH2:12][N:13]3[C:17]([C@@H:19]([NH:24][C:25]([C:27]2[NH:28][C:29]3[C:34]([CH:35]=2)=[CH:33][CH:32]=[CH:31][CH:30]=3)=[O:26])[C:20]([CH3:23])([CH3:22])[CH3:21])=[O:18])=[O:9])=[N:6][CH:7]=1.[CH3:36][N:37]([CH3:47])[C:38]1[CH:43]=[CH:42][C:41](B(O)O)=[CH:40][CH:39]=1.C(=O)([O-])[O-].[K+].[K+].O>C1(C)C=CC=CC=1.C(O)C.C1C=CC([P]([Pd]([P](C2C=CC=CC=2)(C2C=CC=CC=2)C2C=CC=CC=2)([P](C2C=CC=CC=2)(C2C=CC=CC=2)C2C=CC=CC=2)[P](C2C=CC=CC=2)(C2C=CC=CC=2)C2C=CC=CC=2)(C2C=CC=CC=2)C2C=CC=CC=2)=CC=1>[CH3:36][N:37]([CH3:47])[C:38]1[CH:43]=[CH:42][C:41]([C:2]2[CH:3]=[CH:4][C:5]([C:8]([N:10]3[CH2:15][C@@H:14]4[CH2:16][C@H:11]3[CH2:12][N:13]4[C:17]([C@@H:19]([NH:24][C:25]([C:27]3[NH:28][C:29]4[C:34]([CH:35]=3)=[CH:33][CH:32]=[CH:31][CH:30]=4)=[O:26])[C:20]([CH3:21])([CH3:22])[CH3:23])=[O:18])=[O:9])=[N:6][CH:7]=2)=[CH:40][CH:39]=1 |f:2.3.4,^1:68,70,89,108|. Procedure: A mixture of N-[(1S)-1-({(1S,4S)-5-[(5-bromo-2-pyridinyl)carbonyl]-2,5-diazabicyclo[2.2.1]hept-2-yl}carbonyl)-2,2-dimethylpropyl]-1H-indole-2-carboxamide (100 mg, 0.186 mmol), [4-(dimethylamino)phenyl]boronic acid (31 mg, 0.186 mmol), Pd(Ph3P)4 (10 mg, 0.009 mmol), potassium carbonate (26 mg, 0.186 mmol) in toluene (6 mL), ethanol (2 mL), and water (0.5 mL) was heated to 80° C. for 10 h under a nitrogen atmosphere. The solution was concentrated and the resulting residue was purified by reverse p... Starting materials: II (iodine), COC1=CC=C(C=C1)C1=NN(C(=C1C)C(=O)OC)C (methyl 3-(4-methoxyphenyl)-1,4-dimethyl-1H-pyrazole-5-carboxylate). Reagents/catalysts: S(=O)(=O)([O-])[O-].[Ag+2] (Silver sulfate). Run in CCO (EtOH). Reaction conditions: time 8 hour. Yields the product IC=1C=C(C=CC1OC)C1=NN(C(=C1C)C(=O)OC)C (methyl 3-(3-iodo-4-methoxyphenyl)-1,4-dimethyl-1H-pyrazole-5-carboxylate). As a reaction SMILES: [I:1]I.[CH3:3][O:4][C:5]1[CH:10]=[CH:9][C:8]([C:11]2[C:15]([CH3:16])=[C:14]([C:17]([O:19][CH3:20])=[O:18])[N:13]([CH3:21])[N:12]=2)=[CH:7][CH:6]=1>CCO.S([O-])([O-])(=O)=O.[Ag+2]>[I:1][C:10]1[CH:9]=[C:8]([C:11]2[C:15]([CH3:16])=[C:14]([C:17]([O:19][CH3:20])=[O:18])[N:13]([CH3:21])[N:12]=2)[CH:7]=[CH:6][C:5]=1[O:4][CH3:3] |f:3.4|. Procedure details: Silver sulfate (261 mg, 0.837 mmol) and iodine (212 mg, 0.837 mmol) were added successively to a solution of methyl 3-(4-methoxyphenyl)-1,4-dimethyl-1H-pyrazole-5-carboxylate (217.8 mg, 0.837 mmol) in EtOH (8.4 mL) at 25° C. and the reaction was stirred vigorously overnight. The reaction mixture was filtered through a plug of Celite®. The filtrate was diluted with EtOAc (80 mL) and washed with satd Na2SO3 (30 mL). The organic layer was washed with brine (2×30 mL), dried (Na2SO4) and concentrated... Reactants: ClC(C(=O)OCC=1CS[C@H]2N(C1C(=O)O)C([C@H]2NC(CC=2SC=CC2)=O)=O)Cl (3-Dichloroacetoxymethyl-7β-(2'-thienylacetamido)ceph-3-em-4-carboxylic acid), N1N=CC=C1 (pyrazole). Solvent: CC(=O)C (acetone). Yields the product N1(N=CC=C1)CC=1CS[C@H]2N(C1C(=O)O)C([C@H]2NC(CC=2SC=CC2)=O)=O (3-(N-Pyrazolylmethyl)-7β-(2'-thienylacetamido)-ceph-3-em-4-carboxylic acid). Reaction SMILES: ClC(Cl)C(O[CH2:6][C:7]1[CH2:8][S:9][C@@H:10]2[C@H:17]([NH:18][C:19](=[O:26])[CH2:20][C:21]3[S:22][CH:23]=[CH:24][CH:25]=3)[C:16](=[O:27])[N:11]2[C:12]=1[C:13]([OH:15])=[O:14])=O.[NH:29]1[CH:33]=[CH:32][CH:31]=[N:30]1>CC(C)=O>[N:29]1([CH2:6][C:7]2[CH2:8][S:9][C@@H:10]3[C@H:17]([NH:18][C:19](=[O:26])[CH2:20][C:21]4[S:22][CH:23]=[CH:24][CH:25]=4)[C:16](=[O:27])[N:11]3[C:12]=2[C:13]([OH:15])=[O:14])[CH:33]=[CH:32][CH:31]=[N:30]1. Reported procedure: 3-Dichloroacetoxymethyl-7β-(2'-thienylacetamido)ceph-3-em-4-carboxylic acid (3.2 g., 6.9 mmole.) was dissolved in 50%-aqueous acetone (60 ml.). and treated with pyrazole (1.6 g., 24 mmole.), and the solution heated at 50° for 35 minutes. The acetone was removed under reduced pressure, and the aqueous residue was extracted with ether (9 × 20 ml.). After drying, the ether was evaporated and the solid residue recrystallised from aqueous alcohol (1.3 g., 47%), mp. 180°-185° (decomp) [α]D30 = 53.5° (... Reactants: NC=1SC2=C(N1)C=CC=C2 (2-aminobenzothiazole), 2,4-diacetoxy-α-bromoacetophenone, C(C)C(=O)C (methyl ethyl ketone), CCOCC (ether), CCOCC (ether), Cl.C(C)O (hydrogen chloride ethanol). Solvent: O1CCCC1 (tetrahydrofuran). Product: OC1=C(C=CC(=C1)O)C=1N=C2SC3=C(N2C1)C=CC=C3 (2-(2,4-dihydroxyphenyl)imidazo[2,1-b]benzothiazole). RXN SMILES: [NH2:1][C:2]1[S:3][C:4]2[CH:10]=[CH:9][CH:8]=[CH:7][C:5]=2[N:6]=1.[CH3:11][CH2:12]OCC.Cl.[CH2:17]([OH:19])[CH3:18].[CH2:20]([C:22]([CH3:24])=[O:23])[CH3:21]>O1CCCC1>[OH:19][C:17]1[CH:24]=[C:22]([OH:23])[CH:20]=[CH:21][C:18]=1[C:11]1[N:1]=[C:2]2[N:6]([CH:12]=1)[C:5]1[CH:7]=[CH:8][CH:9]=[CH:10][C:4]=1[S:3]2 |f:2.3|. Procedure details: A solution of 6.8 g of 2-aminobenzothiazole and 7.2 g of 2,4-diacetoxy-α-bromoacetophenone in 100 ml of methyl ethyl ketone was refluxed for 3 hours. After cooling the reaction mixture, 50 ml of ether was added to the reaction mixture, the precipitates formed were filtered away, and the mother liquor was concentrated under reduced pressure. The residue formed was dissolved in 10 ml of tetrahydrofuran and 10 ml of ether and then the solution was acidified by the addition of a hydrogen chloride-et...